From a dataset of the Open Reaction Database (ORD), a public repository of structured organic reaction records. describe an organic reaction: reactants, conditions, products, and yield Starting materials: [Si](C)(C)(C(C)(C)C)OCCN1C(=NC=2C(=NC=3C=CC=NC3C21)N)COCC (1-(2-{[tert-Butyl(dimethyl)silyl]oxy}ethyl)-2-(ethoxymethyl)-1H-imidazo[4,5-c][1,5]naphthyridin-4-amine), Cl (HCl). Solvent: C(C)O (ethanol), C(C)O (ethanol). Run at time 2 hour. The product is NC1=NC=2C=CC=NC2C2=C1N=C(N2CCO)COCC (2-[4-amino-2-(ethoxymethyl)-1H-imidazo[4,5-c][1,5]naphthyridin-1-yl]ethanol). Yield: 139.7%. RXN SMILES: [Si]([O:8][CH2:9][CH2:10][N:11]1[C:23]2[C:22]3[N:21]=[CH:20][CH:19]=[CH:18][C:17]=3[N:16]=[C:15]([NH2:24])[C:14]=2[N:13]=[C:12]1[CH2:25][O:26][CH2:27][CH3:28])(C(C)(C)C)(C)C.Cl>C(O)C>[NH2:24][C:15]1[C:14]2[N:13]=[C:12]([CH2:25][O:26][CH2:27][CH3:28])[N:11]([CH2:10][CH2:9][OH:8])[C:23]=2[C:22]2[N:21]=[CH:20][CH:19]=[CH:18][C:17]=2[N:16]=1. Procedure details: 1-(2-{[tert-Butyl(dimethyl)silyl]oxy}ethyl)-2-(ethoxymethyl)-1H-imidazo[4,5-c][1,5]naphthyridin-4-amine (1.93 g, 4.81 mmol) was dissolved in 20 mL of ethanol and treated with 1.6 mL of 3 M HCl in ethanol and the mixture was heated to reflux. After 2 hours, the reaction mixture was concentrated under reduced pressure and the resulting residue was partitioned between 50 mL of CHCl3 and 25 mL of dilute NH4OH solution. The layers were separated and the aqueous portion was extracted with additional C... The reactants are F[B-](F)(F)F, CC[O+](CC)CC, CC1(C)OB(c2ccc3cn[nH]c3c2)OC1(C)C, CCOC(C)=O. Yields the product CCn1cc2ccc(B3OC(C)(C)C(C)(C)O3)cc2n1. As a reaction SMILES: [B-:19]([F:20])([F:21])([F:22])[F:23].[CH2:24]([CH3:25])[O+:26]([CH2:27][CH3:28])[CH2:29][CH3:30].[CH3:1][C:2]1([CH3:18])[O:3][B:4]([c:9]2[cH:10][cH:11][c:12]3[cH:13][n:14][nH:15][c:16]3[cH:17]2)[O:5][C:6]1([CH3:7])[CH3:8].[CH3:31][CH2:32][O:33][C:34](=[O:35])[CH3:36]>>[CH3:1][C:2]1([CH3:18])[O:3][B:4]([c:9]2[cH:10][cH:11][c:12]3[cH:13][n:14]([CH2:24][CH3:25])[n:15][c:16]3[cH:17]2)[O:5][C:6]1([CH3:7])[CH3:8]. The reactants are C=CCOC(=O)C1=C(C)N(c2cccc(C(F)(F)F)c2)C(=O)NC1c1ccc(C#N)cc1S(C)(=O)=O, C1CCOC1, CS(=O)(=O)Cl, [H-], [Na+]. The product is C=CCOC(=O)C1=C(C)N(c2cccc(C(F)(F)F)c2)C(=O)N(S(C)(=O)=O)C1c1ccc(C#N)cc1S(C)(=O)=O. Reaction SMILES: [C:1](#[N:2])[c:3]1[cH:4][c:5]([S:33](=[O:34])(=[O:35])[CH3:36])[c:6]([CH:9]2[NH:10][C:11](=[O:32])[N:12]([c:22]3[cH:23][c:24]([C:28]([F:29])([F:30])[F:31])[cH:25][cH:26][cH:27]3)[C:13]([CH3:21])=[C:14]2[C:15](=[O:16])[O:17][CH2:18][CH:19]=[CH2:20])[cH:7][cH:8]1.[CH2:44]1[O:45][CH2:46][CH2:47][CH2:48]1.[CH3:39][S:40]([Cl:41])(=[O:42])=[O:43].[H-:37].[Na+:38]>>[C:1](#[N:2])[c:3]1[cH:4][c:5]([S:33](=[O:34])(=[O:35])[CH3:36])[c:6]([CH:9]2[N:10]([S:40]([CH3:39])(=[O:42])=[O:43])[C:11](=[O:32])[N:12]([c:22]3[cH:23][c:24]([C:28]([F:29])([F:30])[F:31])[cH:25][cH:26][cH:27]3)[C:13]([CH3:21])=[C:14]2[C:15](=[O:16])[O:17][CH2:18][CH:19]=[CH2:20])[cH:7][cH:8]1. Reactants: NC1=NC(=NN1)S (5-amino-3-mercapto-1,2,4--triazole), C(C)(=O)OC(C)=O (acetic anhydride). Run in C(C)(=O)O (acetic acid). Conditions: temperature 10 celsius, time 2 hour. Yields the product C(C)(=O)NC1=NC(=NN1)S (5-Acetylamino-3-mercapto-1,2,4-triazole). RXN SMILES: [NH2:1][C:2]1[NH:6][N:5]=[C:4]([SH:7])[N:3]=1.[C:8](OC(=O)C)(=[O:10])[CH3:9]>C(O)(=O)C>[C:8]([NH:1][C:2]1[NH:6][N:5]=[C:4]([SH:7])[N:3]=1)(=[O:10])[CH3:9]. Reported procedure: To a 2 l, 3-necked flask equipped with an efficient stirrer, reflux condenser, and thermometer was added 116 g (1.0 mole) of 5-amino-3-mercapto-1,2,4--triazole, 1 l of glacial acetic acid and 153 g (1.5 moles) of acetic anhydride. The mixture was heated to reflux (118°-120°) with stirring for 2 hours and then cooled to about 10° C. Recovery of the solids present by filtration and drying resulted in about 102 g (65 percent of theory) of the title compound, m.p. 326°-328° (dec.), a white, crystall...